This data is from the Open Reaction Database (ORD), a public repository of structured organic reaction records. The task is: describe an organic reaction: reactants, conditions, products, and yield RXN SMILES: Cl[C:2]1[CH:7]=[CH:6][N:5]=[CH:4][C:3]=1[S:8]([NH2:11])(=[O:10])=[O:9].[CH:12]([NH2:15])([CH3:14])[CH3:13]>CO>[CH:12]([NH:15][C:2]1[CH:7]=[CH:6][N:5]=[CH:4][C:3]=1[S:8]([NH2:11])(=[O:10])=[O:9])([CH3:14])[CH3:13]. Run in CO (methanol). The reactants are ClC1=C(C=NC=C1)S(=O)(=O)N (4-chloropyridine-3-sulfonamide), C(C)(C)N (isopropylamine). Reaction conditions: time 18 hour. Reported procedure: 10 g of 4-chloropyridine-3-sulfonamide are dissolved in 50 cm3 of methanol and 50 cm3 of isopropylamine. The solution is introduced into a sealed tube and brought to 120° C. for 18 hours. After cooling, the reaction mixture is concentrated to dryness under vacuum (rotary evaporator) and the residue is taken up in 200 cm3 of water. The precipitate corresponding to the title compound is collected on a filter and washed with water. The precipitate is redissolved in 100 cm3 of dilute NaOH. The solut... Product: C(C)(C)NC1=C(C=NC=C1)S(=O)(=O)N (4-ISOPROPYLAMINOPYRIDINE-3-SULFONAMIDE). Reactants: solution, Cl (hydrogen chloride), C(C)(C)(C)OC(=O)N[C@@H]([C@@H](C)CC)C(=O)N[C@@H](C)C(=O)OCCOC1=CC=C(C=C1)C1=C(C(=NC(=C1C#N)N1CCCC1)SCC=1N=C(SC1)C1=CC=C(C=C1)Cl)C#N (2-{4-(2-({(2-(4-chlorophenyl)-1,3-thiazol-4-yl)methyl}sulfanyl)-3,5-dicyano-6-(pyrrolidin-1-yl)pyridin-4-yl)phenoxy}ethyl N-(tert-butoxycarbonyl)-L-isoleucyl-L-alaninate), solution, Cl (hydrogen chloride). The solvent is C(C)OCC (diethyl ether), ClCCl (dichloromethane), C(C)OCC (diethyl ether). Conditions: time 6 hour. The product is Cl.N[C@@H]([C@@H](C)CC)C(=O)N[C@@H](C)C(=O)OCCOC1=CC=C(C=C1)C1=C(C(=NC(=C1C#N)N1CCCC1)SCC=1N=C(SC1)C1=CC=C(C=C1)Cl)C#N (2-{4-(2-({(2-(4-Chlorophenyl)-1,3-thiazol-4-yl)methyl}sulfanyl)-3,5-dicyano-6-(pyrrolidin-1-yl)pyridin-4-yl)phenoxy}ethyl L-isoleucyl-L-alaninate hydrochloride). As a reaction SMILES: C(OC([NH:8][C@H:9]([C:14]([NH:16][C@H:17]([C:19]([O:21][CH2:22][CH2:23][O:24][C:25]1[CH:30]=[CH:29][C:28]([C:31]2[C:36]([C:37]#[N:38])=[C:35]([N:39]3[CH2:43][CH2:42][CH2:41][CH2:40]3)[N:34]=[C:33]([S:44][CH2:45][C:46]3[N:47]=[C:48]([C:51]4[CH:56]=[CH:55][C:54]([Cl:57])=[CH:53][CH:52]=4)[S:49][CH:50]=3)[C:32]=2[C:58]#[N:59])=[CH:27][CH:26]=1)=[O:20])[CH3:18])=[O:15])[C@H:10]([CH2:12][CH3:13])[CH3:11])=O)(C)(C)C.Cl>ClCCl.C(OCC)C>[ClH:57].[NH2:8][C@H:9]([C:14]([NH:16][C@H:17]([C:19]([O:21][CH2:22][CH2:23][O:24][C:25]1[CH:26]=[CH:27][C:28]([C:31]2[C:36]([C:37]#[N:38])=[C:35]([N:39]3[CH2:40][CH2:41][CH2:42][CH2:43]3)[N:34]=[C:33]([S:44][CH2:45][C:46]3[N:47]=[C:48]([C:51]4[CH:56]=[CH:55][C:54]([Cl:57])=[CH:53][CH:52]=4)[S:49][CH:50]=3)[C:32]=2[C:58]#[N:59])=[CH:29][CH:30]=1)=[O:20])[CH3:18])=[O:15])[C@H:10]([CH2:12][CH3:13])[CH3:11] |f:4.5|. Procedure: 414 mg (0.482 mmol) of 2-{4-(2-({(2-(4-chlorophenyl)-1,3-thiazol-4-yl)methyl}sulfanyl)-3,5-dicyano-6-(pyrrolidin-1-yl)pyridin-4-yl)phenoxy}ethyl N-(tert-butoxycarbonyl)-L-isoleucyl-L-alaninate were dissolved in 3 ml dichloromethane, and 4.822 ml of a 1N solution of hydrogen chloride in diethyl ether were added. After 6 hours of stirring, 2 ml of a 1N solution of hydrogen chloride in diethyl ether were added, and the mixture was stirred at room temperature for a further 24 hours. The precipitated...